This data is from the Open Reaction Database (ORD), a public repository of structured organic reaction records. The task is: describe an organic reaction: reactants, conditions, products, and yield The reactants are FC(C(=O)O)(F)F.CC1(N(CCNC1)C(=O)C1=NN(C=N1)C1=CC=CC=C1)C ((2,2-dimethyl-piperazin-1-yl)-(1-phenyl-1-H-[1,2,4]triazol-3-yl)-methanone trifluoroacetate), CNC=1C=C(C(=O)O)C=CC1[N+](=O)[O-] (3-methylamino-4-nitro-benzoic acid), CN(C)C(=[N+](C)C)ON1C2=C(C=CC=C2)N=N1.[B-](F)(F)(F)F (TBTU), CCN(C(C)C)C(C)C (DIPEA), ice water. Solvent: CN(C)C=O (DMF). Run at time 1 hour. The product is CC1(N(CCN(C1)C(C1=CC(=C(C=C1)[N+](=O)[O-])NC)=O)C(=O)C1=NN(C=N1)C1=CC=CC=C1)C ([2,2-Dimethyl-4-(3-methylamino-4-nitro-benzoyl)-piperazin-1-yl]-(1-phenyl-1H-[1,2,4]-triazol-3-yl)-methanone). RXN SMILES: FC(F)(F)C(O)=O.[CH3:8][C:9]1([CH3:28])[CH2:14][NH:13][CH2:12][CH2:11][N:10]1[C:15]([C:17]1[N:21]=[CH:20][N:19]([C:22]2[CH:27]=[CH:26][CH:25]=[CH:24][CH:23]=2)[N:18]=1)=[O:16].[CH3:29][NH:30][C:31]1[CH:32]=[C:33]([CH:37]=[CH:38][C:39]=1[N+:40]([O-:42])=[O:41])[C:34](O)=[O:35].CN(C(ON1N=NC2C=CC=CC1=2)=[N+](C)C)C.[B-](F)(F)(F)F.CCN(C(C)C)C(C)C>CN(C=O)C>[CH3:8][C:9]1([CH3:28])[CH2:14][N:13]([C:34](=[O:35])[C:33]2[CH:37]=[CH:38][C:39]([N+:40]([O-:42])=[O:41])=[C:31]([NH:30][CH3:29])[CH:32]=2)[CH2:12][CH2:11][N:10]1[C:15]([C:17]1[N:21]=[CH:20][N:19]([C:22]2[CH:27]=[CH:26][CH:25]=[CH:24][CH:23]=2)[N:18]=1)=[O:16] |f:0.1,3.4|. Reported procedure: A mixture of 399 mg (1.00 mmol) (2,2-dimethyl-piperazin-1-yl)-(1-phenyl-1-H-[1,2,4]triazol-3-yl)-methanone trifluoroacetate, 196 mg (1.00 mmol) 3-methylamino-4-nitro-benzoic acid, 353 mg (1.10 mmol) TBTU and 600 μL (3.50 mmol) DIPEA in 1.00 mL DMF was stirred at RT for 1 h. The reaction mixture was poured into ice water. The precipitate was filtered off, washed with water and dried.